describe an organic reaction: reactants, conditions, products, and yield From a dataset of the Open Reaction Database (ORD), a public repository of structured organic reaction records. The reactants are ClC(Cl)Cl, [O-][n+]1ccccc1SCc1ccc(Cl)cc1Cl, O=C(OO)c1cccc(Cl)c1. Yields the product O=S(Cc1ccc(Cl)cc1Cl)c1cccc[n+]1[O-]. As a reaction SMILES: [CH:29]([Cl:30])([Cl:31])[Cl:32].[Cl:1][c:2]1[c:3]([CH2:9][S:10][c:11]2[n+:12]([O-:17])[cH:13][cH:14][cH:15][cH:16]2)[cH:4][cH:5][c:6]([Cl:8])[cH:7]1.[OH:18][O:19][C:20]([c:21]1[cH:22][c:23]([Cl:24])[cH:25][cH:26][cH:27]1)=[O:28]>>[Cl:1][c:2]1[c:3]([CH2:9][S:10]([c:11]2[n+:12]([O-:17])[cH:13][cH:14][cH:15][cH:16]2)=[O:18])[cH:4][cH:5][c:6]([Cl:8])[cH:7]1.